From a dataset of the Open Reaction Database (ORD), a public repository of structured organic reaction records. describe an organic reaction: reactants, conditions, products, and yield As a reaction SMILES: [CH3:17][C:18](=[O:19])[OH:20].[CH3:21][CH2:22][OH:23].[ClH:16].[N:1]([O-:2])=[O:3].[Na+:4].[O:5]1[CH2:6][CH2:7][NH:8][c:9]2[c:10]1[cH:11][cH:12][cH:13][cH:14]2.[OH2:15].[Zn:24]>>[NH2:1][N:8]1[CH2:7][CH2:6][O:5][c:10]2[c:9]1[cH:14][cH:13][cH:12][cH:11]2. The reactants are CC(=O)O, CCO, Cl, O=N[O-], [Na+], c1ccc2c(c1)NCCO2, O, [Zn]. The product is NN1CCOc2ccccc21. As a reaction SMILES: [CH3:15][CH2:16][O:17][C:18]([CH3:19])=[O:20].[N:1](=[N+:2]=[N-:3])[CH2:4][c:5]1[cH:6][cH:7][cH:8][c:9]2[cH:10][cH:11][cH:12][n:13][c:14]12>>[NH2:1][CH2:4][c:5]1[cH:6][cH:7][cH:8][c:9]2[cH:10][cH:11][cH:12][n:13][c:14]12. Reactants: CCOC(C)=O, [N-]=[N+]=NCc1cccc2cccnc12. Product: NCc1cccc2cccnc12.